Dataset: the Open Reaction Database (ORD), a public repository of structured organic reaction records. Task: describe an organic reaction: reactants, conditions, products, and yield Reactants: O=C1CN(Cc2ccc(Br)cc2)C(=O)N1, CC1(C)C(=O)NC(=O)N1Cc1ccc(Br)cc1, CC1(C)OB(c2ccc3c(c2)CN(C2CC2)C3=O)OC1(C)C, C1CCC(P(C2CCCCC2)C2CCCCC2)CC1, [K+], [K+], [K+], C1COCCO1, O, O=P([O-])([O-])[O-]. The product is CC1(C)C(=O)NC(=O)N1Cc1ccc(-c2ccc3c(c2)CN(C2CC2)C3=O)cc1. RXN SMILES: [Br:18][c:19]1[cH:20][cH:21][c:22]([CH2:23][N:24]2[CH2:25][C:26](=[O:27])[NH:28][C:29]2=[O:30])[cH:31][cH:32]1.[Br:1][c:2]1[cH:3][cH:4][c:5]([CH2:6][N:7]2[C:8](=[O:15])[NH:9][C:10](=[O:14])[C:11]2([CH3:12])[CH3:13])[cH:16][cH:17]1.[CH:33]1([N:36]2[C:37](=[O:54])[c:38]3[cH:39][cH:40][c:41]([B:45]4[O:46][C:47]([CH3:48])([CH3:49])[C:50]([CH3:51])([CH3:52])[O:53]4)[cH:42][c:43]3[CH2:44]2)[CH2:34][CH2:35]1.[CH:55]1([P:56]([CH:57]2[CH2:58][CH2:59][CH2:60][CH2:61][CH2:62]2)[CH:63]2[CH2:64][CH2:65][CH2:66][CH2:67][CH2:68]2)[CH2:69][CH2:70][CH2:71][CH2:72][CH2:73]1.[K+:79].[K+:80].[K+:81].[O:82]1[CH2:83][CH2:84][O:85][CH2:86][CH2:87]1.[OH2:88].[P:74]([O-:75])([O-:76])([O-:77])=[O:78]>>[c:2]1(-[c:41]2[cH:40][cH:39][c:38]3[c:43]([cH:42]2)[CH2:44][N:36]([CH:33]2[CH2:34][CH2:35]2)[C:37]3=[O:54])[cH:3][cH:4][c:5]([CH2:6][N:7]2[C:8](=[O:15])[NH:9][C:10](=[O:14])[C:11]2([CH3:12])[CH3:13])[cH:16][cH:17]1.